Dataset: the Open Reaction Database (ORD), a public repository of structured organic reaction records. Task: describe an organic reaction: reactants, conditions, products, and yield The reactants are CC1=CC(=O)C(C)(C)O1, CCO, [Cl-], O=Cc1ccc(Cl)c(Cl)c1, [Na+], [Na+], [OH-]. The product is CC1(C)OC(C=Cc2ccc(Cl)c(Cl)c2)=CC1=O. RXN SMILES: [CH3:11][C:12]1([CH3:19])[O:13][C:14]([CH3:18])=[CH:15][C:16]1=[O:17].[CH3:24][CH2:25][OH:26].[Cl-:23].[Cl:1][c:2]1[cH:3][c:4]([CH:5]=[O:6])[cH:7][cH:8][c:9]1[Cl:10].[Na+:21].[Na+:22].[OH-:20]>>[Cl:1][c:2]1[cH:3][c:4]([CH:5]=[CH:18][C:14]2=[CH:15][C:16](=[O:17])[C:12]([CH3:11])([CH3:19])[O:13]2)[cH:7][cH:8][c:9]1[Cl:10].